This data is from the Open Reaction Database (ORD), a public repository of structured organic reaction records. The task is: describe an organic reaction: reactants, conditions, products, and yield Reactants: C(O)CN (ethanolamine), [N+](=O)([O-])C=1C=NC2=CC=CN=C2C1O (3-nitro[1,5]naphthyridin-4-ol), O (H2O). Solvent: C(Cl)Cl (CH2Cl2). Conditions: time 3 hour. Yields the product [N+](=O)([O-])C=1C=NC2=CC=CN=C2C1NCCO (2-[(3-nitro[1,5]naphthyridin-4-yl)amino]ethanol). The yield is 97.9%. Reaction SMILES: [N+:1]([C:4]1[CH:5]=[N:6][C:7]2[C:12]([C:13]=1O)=[N:11][CH:10]=[CH:9][CH:8]=2)([O-:3])=[O:2].[CH2:15]([CH2:17][NH2:18])[OH:16].O>C(Cl)Cl>[N+:1]([C:4]1[CH:5]=[N:6][C:7]2[C:12]([C:13]=1[NH:18][CH2:17][CH2:15][OH:16])=[N:11][CH:10]=[CH:9][CH:8]=2)([O-:3])=[O:2]. Procedure: A solution of 3-nitro[1,5]naphthyridin-4-ol (9.14 g, 43.7 mmol) dissolved in 300 mL of CH2Cl2 was treated with ethanolamine (7.9 mL, 130 mmol) and the mixture was stirred under N2. After 3 hours, the reaction mixture was concentrated to give a yellow solid. The yellow solid was treated with 200 mL of H2O and the suspension was heated to reflux, with stirring, for 10 minutes. The mixture was cooled in an ice bath. The resulting yellow solid was isolated by filtration, washed with cold H2O and dri... Reactants: C(C=CCCCC=C)O (2,7-octadiene-1-ol), C=CC=C (1,3-butadiene). Yields the product C=C(CCCC=CCO)CC=CC (7-methylene-2,9-undecadiene-1-ol). RXN SMILES: [CH2:1]([OH:9])[CH:2]=[CH:3][CH2:4][CH2:5][CH2:6][CH:7]=[CH2:8].[CH2:10]=[CH:11][CH:12]=[CH2:13]>>[CH2:8]=[C:7]([CH2:10][CH:11]=[CH:12][CH3:13])[CH2:6][CH2:5][CH2:4][CH:3]=[CH:2][CH2:1][OH:9]. Procedure details: Additional examples of reactions according to the invention are of 2,7-octadiene-1-ol with 1,3-butadiene to yield 7-methylene-2,9-undecadiene-1-ol and the reaction of 1-methoxy-2,7-octadiene with 1,3-butadiene to yield 1-methoxy-7-methylene-2,9-undecadiene. Additional examples of suitable compounds of Formula (II) are 1-acetoxy-2,6-dimethyl-2,7-octadiene, 1-methoxy-2,6-dimethyl-2,7-octadiene, 2-acetoxy-3,8-decadiene, 2-methoxy-3,8-decadiene and 3,8-decadiene-2-ol. Additional examples of suitable... The reactants are 101, [Na] (sodium), CC1=CC=CC=C1 (methylbenzene), 189, FC1=CC=C(C=C1)C1(CCC2(OCCO2)CC1)C#N (8-(4-fluorophenyl)-1,4-dioxaspiro[4,5]decane-8-carbonitrile), CC1=CC=CC=C1 (methylbenzene), C(C)O (ethanol), C(C)O (ethanol). Run in CO (methanol). Conditions: time 8 hour. The product is 167, FC1=CC=C(C=C1)C1CCC2(OCCO2)CC1 (8-(4-fluorophenyl)-1,4-dioxaspiro[4,5]decane). RXN SMILES: [Na].CC1C=CC=CC=1.[F:9][C:10]1[CH:15]=[CH:14][C:13]([C:16]2(C#N)[CH2:25][CH2:24][C:19]3([O:23][CH2:22][CH2:21][O:20]3)[CH2:18][CH2:17]2)=[CH:12][CH:11]=1.C(O)C>CO>[F:9][C:10]1[CH:15]=[CH:14][C:13]([CH:16]2[CH2:25][CH2:24][C:19]3([O:20][CH2:21][CH2:22][O:23]3)[CH2:18][CH2:17]2)=[CH:12][CH:11]=1 |^1:0|. Procedure details: To a stirred and hot (±100° C.) mixture of 101 parts of sodium and 450 parts of methylbenzene is added dropwise a solution of 189 parts of 8-(4-fluorophenyl)-1,4-dioxaspiro[4,5]decane-8-carbonitrile in 450 parts of methylbenzene and 100 parts of absolute ethanol (temperature remained at about 90° C.). Then there are added successively and dropwise 260 parts of absolute ethanol and 160 parts of methanol. Upon completion, stirring is continued overnight at room temperature. The reaction mixture is... The product is NC1=C(C(=NC=N1)NCC1CCN(CC1)C(CCl)=O)C1=CC=C(C=C1)OC1=CC=CC=C1 (1-(4-(((6-amino-5-(4-phenoxyphenyl)pyrimidin-4-yl)amino)methyl)piperidin-1-yl)-2-chloroethanone). Procedure: 1-(4-(((6-amino-5-(4-phenoxyphenyl)pyrimidin-4-yl)amino)methyl)piperidin-1-yl)-2-chloroethanone was prepared from 5,6-dichloropyrimidin-4-amine, tert-butyl 4-(aminomethyl)piperidine-1-carboxylate, (4-phenoxyphenyl)boronic acid, and 2-chloroacetyl chloride using methods B, C, D, and G. HPLC purity: 100%. MS: m/z=452 [M+H]+. Reactants: ClC=1C(=NC=NC1Cl)N (5,6-dichloropyrimidin-4-amine), NCC1CCN(CC1)C(=O)OC(C)(C)C (tert-butyl 4-(aminomethyl)piperidine-1-carboxylate), O(C1=CC=CC=C1)C1=CC=C(C=C1)B(O)O ((4-phenoxyphenyl)boronic acid), ClCC(=O)Cl (2-chloroacetyl chloride). As a reaction SMILES: Cl[C:2]1[C:3]([NH2:9])=[N:4][CH:5]=[N:6][C:7]=1Cl.[NH2:10][CH2:11][CH:12]1[CH2:17][CH2:16][N:15]([C:18]([O:20]C(C)(C)C)=O)[CH2:14][CH2:13]1.[O:25]([C:32]1[CH:37]=[CH:36][C:35](B(O)O)=[CH:34][CH:33]=1)[C:26]1[CH:31]=[CH:30][CH:29]=[CH:28][CH:27]=1.[Cl:41][CH2:42]C(Cl)=O>>[NH2:9][C:3]1[N:4]=[CH:5][N:6]=[C:7]([NH:10][CH2:11][CH:12]2[CH2:13][CH2:14][N:15]([C:18](=[O:20])[CH2:42][Cl:41])[CH2:16][CH2:17]2)[C:2]=1[C:29]1[CH:30]=[CH:31][C:26]([O:25][C:32]2[CH:37]=[CH:36][CH:35]=[CH:34][CH:33]=2)=[CH:27][CH:28]=1. Starting materials: c1ccc(COCC2NCC(OCc3ccccc3)C2OCc2ccccc2)cc1, C=O, O=CO. Yields the product CN1CC(OCc2ccccc2)C(OCc2ccccc2)C1COCc1ccccc1. Reaction SMILES: [CH2:1]([c:2]1[cH:3][cH:4][cH:5][cH:6][cH:7]1)[O:8][CH:9]1[CH:10]([CH2:22][O:23][CH2:24][c:25]2[cH:26][cH:27][cH:28][cH:29][cH:30]2)[NH:11][CH2:12][CH:13]1[O:14][CH2:15][c:16]1[cH:17][cH:18][cH:19][cH:20][cH:21]1.[CH2:31]=[O:32].[CH:33]([OH:34])=[O:35]>>[CH2:1]([c:2]1[cH:3][cH:4][cH:5][cH:6][cH:7]1)[O:8][CH:9]1[CH:10]([CH2:22][O:23][CH2:24][c:25]2[cH:26][cH:27][cH:28][cH:29][cH:30]2)[N:11]([CH3:31])[CH2:12][CH:13]1[O:14][CH2:15][c:16]1[cH:17][cH:18][cH:19][cH:20][cH:21]1. The reactants are C(C)(C)N(C(C)C)CC (N,N-diisopropylethylamine), NC1=NC=NN2C1=C(C(=C2C2CCNCC2)C#N)C=2C=CC1=CN(N=C1C2)CC2=CC=CC=C2 (4-amino-5-(2-benzyl-2H-indazol-6-yl)-7-piperidin-4-ylpyrrolo[2,1-f][1,2,4]triazine-6-carbonitrile), C(C)(=O)Cl (acetyl chloride). Run in ClCCl (dichloromethane), C1CCOC1 (THF). Run at time 8 hour. The product is C(C)(=O)N1CCC(CC1)C1=CC(=C2C(=NC=NN21)N)C=2C=CC1=C(N(N=C1C2)CC2=CC=CC=C2)C#N (6-[7-(1-acetylpiperidin-4-yl)-4-aminopyrrolo[2,1-f][1,2,4]triazin-5-yl]-2-benzyl-2H-indazole-3-carbonitrile). Yield: 37.1%. As a reaction SMILES: [NH2:1][C:2]1[C:7]2=[C:8]([C:19]3[CH:20]=[CH:21][C:22]4[C:26]([CH:27]=3)=[N:25][N:24]([CH2:28][C:29]3[CH:34]=[CH:33][CH:32]=[CH:31][CH:30]=3)[CH:23]=4)[C:9](C#N)=[C:10]([CH:11]3[CH2:16][CH2:15][NH:14][CH2:13][CH2:12]3)[N:6]2[N:5]=[CH:4][N:3]=1.[CH:35]([N:38](CC)C(C)C)(C)C.[C:44](Cl)(=[O:46])[CH3:45]>C1COCC1.ClCCl>[C:44]([N:14]1[CH2:13][CH2:12][CH:11]([C:10]2[N:6]3[C:7]([C:2]([NH2:1])=[N:3][CH:4]=[N:5]3)=[C:8]([C:19]3[CH:20]=[CH:21][C:22]4[C:26]([CH:27]=3)=[N:25][N:24]([CH2:28][C:29]3[CH:30]=[CH:31][CH:32]=[CH:33][CH:34]=3)[C:23]=4[C:35]#[N:38])[CH:9]=2)[CH2:16][CH2:15]1)(=[O:46])[CH3:45]. Procedure details: To a solution of 4-amino-5-(2-benzyl-2H-indazol-6-yl)-7-piperidin-4-ylpyrrolo[2,1-f][1,2,4]triazine-6-carbonitrile (50 mg, 0.11 mmol) in THF (2 mL) was added. N,N-diisopropylethylamine (39 μL, 0.22 mmol) followed by acetyl chloride (8.8 μL, 0.11 mmol). The mixture was stirred at rt overnight. The mixture was diluted with dichloromethane (25 mL) and was washed with H2O (20 mL), brine, and was dried (Na2SO4) and concentrated. The crude material was purified by ISCO® chromatography to obtain the de... Product: C12C=CSC2[C@@H]1C(=O)OCC (Ethyl (6S)-4-thiabicyclo[3.1.0]hex-2-ene-6-carboxylate). RXN SMILES: [N+](=[CH:3][C:4]([O:6][CH2:7][CH3:8])=[O:5])=[N-].C([O-])(=O)/C=C\C([O-])=O.[S:17]1[CH:21]=[CH:20][CH:19]=[CH:18]1>>[CH:20]12[C@@H:3]([C:4]([O:6][CH2:7][CH3:8])=[O:5])[CH:21]1[S:17][CH:18]=[CH:19]2. Starting materials: C(\C=C/C(=O)[O-])(=O)[O-] (maleate), fumarate ethyl esters, [N+](=[N-])=CC(=O)OCC (ethyl diazoacetate), Rh2(octanoate)4, [N+](=[N-])=CC(=O)OCC (ethyl diazoacetate), S1C=CC=C1 (thiophene), [N+](=[N-])=CC(=O)OCC (ethyl diazoacetate), S1C=CC=C1 (thiophene), [N+](=[N-])=CC(=O)OCC (ethyl diazoacetate), S1C=CC=C1 (thiophene), [N+](=[N-])=CC(=O)OCC (ethyl diazoacetate), [N+](=[N-])=CC(=O)OCC (ethyl diazoacetate), [N+](=[N-])=CC(=O)OCC (ethyl diazoacetate). Procedure: A 3-neck, 5 liter flask is fitted with a stirrer, a thermocouple, and a teflon addition tube, and a N2 inlet is charged 2000 ml of thiophene (d=1.05 g/mL, 25.0 mol at beginning and increasing to 45 mol with addition of ethyl diazoacetate solution in thiophene, 17.1 equiv based upon total addition of ethyl diazoacetate and not corrected for potency of EDA, 19.0 equiv based upon potency corrected ethyl diazoacetate). To this is added, under N2, 0.968 g of Rh2(octanoate)4 (1.24 mmoles, 0.0472 mol %... Reaction conditions: temperature 46 celsius, time 10 minute. The reactants are Cc1ncc2ccccc2c1Br, C1COCCO1, COC(=O)c1ccc(C#N)c(B2OC(C)(C)C(C)(C)O2)c1, CCOC(C)=O, [K+], [K+], [K+], O, O=P([O-])([O-])[O-]. Yields the product COC(=O)c1ccc(C#N)c(-c2c(C)ncc3ccccc23)c1. Reaction SMILES: [Br:1][c:2]1[c:3]([CH3:12])[n:4][cH:5][c:6]2[cH:7][cH:8][cH:9][cH:10][c:11]12.[CH2:42]1[O:43][CH2:44][CH2:45][O:46][CH2:47]1.[CH3:13][O:14][C:15]([c:16]1[cH:17][c:18]([B:24]2[O:25][C:26]([CH3:27])([CH3:28])[C:29]([CH3:30])([CH3:31])[O:32]2)[c:19]([C:22]#[N:23])[cH:20][cH:21]1)=[O:33].[CH3:48][CH2:49][O:50][C:51](=[O:52])[CH3:53].[K+:39].[K+:40].[K+:41].[OH2:54].[P:34]([O-:35])([O-:36])([O-:37])=[O:38]>>[c:2]1(-[c:18]2[cH:17][c:16]([C:15]([O:14][CH3:13])=[O:33])[cH:21][cH:20][c:19]2[C:22]#[N:23])[c:3]([CH3:12])[n:4][cH:5][c:6]2[cH:7][cH:8][cH:9][cH:10][c:11]12. Reactants: CS(=O)(=O)O (methanesulfonic acid), C(C)(C)(C)OC(NCCSC1=C(C=C(C=C1)SCC1C(CCCC1)C(NCC#N)=O)F)=O ((2-{4-[2-(Cyanomethylcarbamoyl)-cyclohexylmethylsulfanyl]-2-fluorophenylsulfanyl}-ethyl)-carbamic acid tert-butyl ester), CCOCC (ether). The solvent is O1CCCC1 (tetrahydrofuran). Product: S(C)(=O)(=O)O.C(#N)CNC(=O)C1C(CCCC1)CSC1=CC(=C(C=C1)SCCN)F (N-cyanomethyl 2-[4-(2-aminoethylsulfanyl)-3-fluoro-phenylsulfanylmethyl]-cyclohexanecarboxamide mesylate). RXN SMILES: C(OC(=O)[NH:7][CH2:8][CH2:9][S:10][C:11]1[CH:16]=[CH:15][C:14]([S:17][CH2:18][CH:19]2[CH2:24][CH2:23][CH2:22][CH2:21][CH:20]2[C:25](=[O:30])[NH:26][CH2:27][C:28]#[N:29])=[CH:13][C:12]=1[F:31])(C)(C)C.[CH3:33][S:34]([OH:37])(=[O:36])=[O:35].CCOCC>O1CCCC1>[S:34]([OH:37])(=[O:36])(=[O:35])[CH3:33].[C:28]([CH2:27][NH:26][C:25]([CH:20]1[CH2:21][CH2:22][CH2:23][CH2:24][CH:19]1[CH2:18][S:17][C:14]1[CH:15]=[CH:16][C:11]([S:10][CH2:9][CH2:8][NH2:7])=[C:12]([F:31])[CH:13]=1)=[O:30])#[N:29] |f:4.5|. Reported procedure: (2-{4-[2-(Cyanomethylcarbamoyl)-cyclohexylmethylsulfanyl]-2-fluorophenylsulfanyl}-ethyl)-carbamic acid tert-butyl ester was dissolved in tetrahydrofuran (3 mL) and methanesulfonic acid (0.428 g, 6.6 mmol) was added. The reaction mixture was stirred at room temperature overnight, whereupon ether (100 mL) was added. The supernatant was discarded. The residue was triturated three times with ether (50 mL) then 10% tetrahydrofuran/ether, resulting in a white solid, N-cyanomethyl 2-[4-(2-aminoethylsul... The reactants are O=C([O-])[O-], CCOC(=O)C1CNCCO1, CC#N, ClCCCN1c2ccccc2CCc2ccccc21, [I-], [K+], [K+], [K+], O, CS(=O)(=O)OCCCN1c2ccccc2CCc2ccccc21. The product is CCOC(=O)C1CN(CCCN2c3ccccc3CCc3ccccc32)CCO1. As a reaction SMILES: [C:12](=[O:13])([O-:14])[O-:15].[CH2:1]([CH3:2])[O:3][C:4](=[O:5])[CH:6]1[O:7][CH2:8][CH2:9][NH:10][CH2:11]1.[CH3:63][C:64]#[N:65].[Cl:43][CH2:44][CH2:45][CH2:46][N:47]1[c:48]2[cH:49][cH:50][cH:51][cH:52][c:53]2[CH2:54][CH2:55][c:56]2[cH:57][cH:58][cH:59][cH:60][c:61]21.[I-:19].[K+:16].[K+:17].[K+:18].[OH2:62].[cH:20]1[cH:21][cH:22][cH:23][c:24]2[c:30]1[CH2:29][CH2:28][c:27]1[c:26]([cH:34][cH:33][cH:32][cH:31]1)[N:25]2[CH2:35][CH2:36][CH2:37][O:38][S:39]([CH3:40])(=[O:41])=[O:42]>>[CH2:1]([CH3:2])[O:3][C:4](=[O:5])[CH:6]1[O:7][CH2:8][CH2:9][N:10]([CH2:37][CH2:36][CH2:35][N:25]2[c:24]3[cH:23][cH:22][cH:21][cH:20][c:30]3[CH2:29][CH2:28][c:27]3[c:26]2[cH:34][cH:33][cH:32][cH:31]3)[CH2:11]1.